This data is from the Open Reaction Database (ORD), a public repository of structured organic reaction records. The task is: describe an organic reaction: reactants, conditions, products, and yield Starting materials: BrC=1SC2=C(N1)C(=CC=C2)Cl (2-Bromo-4-chlorobenzothiazole), [OH-].[Na+] (sodium hydroxide), CO (methanol). The solvent is O (water). The product is COC=1SC2=C(N1)C(=CC=C2)Cl (2-methoxy-4-chlorobenzothiazole). Yield: 93.8%. As a reaction SMILES: Br[C:2]1[S:3][C:4]2[CH:10]=[CH:9][CH:8]=[C:7]([Cl:11])[C:5]=2[N:6]=1.[OH-:12].[Na+].[CH3:14]O>O>[CH3:14][O:12][C:2]1[S:3][C:4]2[CH:10]=[CH:9][CH:8]=[C:7]([Cl:11])[C:5]=2[N:6]=1 |f:1.2|. Reported procedure: 2-Bromo-4-chlorobenzothiazole (6.21 g, 0.025 mole) and 94% sodium hydroxide (1.57 g, 0.037 mole) were added to methanol (100 c.c.), and the mixture was heated under reflux for 30 minutes. After cooling, water (100 c.c.) was added to the reaction solution, followed by ice-cooling. The deposited crystals were filtered and washed with water to obtain 4.68 g of 2-methoxy-4-chlorobenzothiazole. Yield 93.8%, purity 99.3%, m.p. 55°-57° C. The product is FC=1C=C2C(CNC2=CC1)(C)CCOC (5-fluoro-3-(2-methoxy-ethyl)-3-methyl-2,3-dihydro-1H-indole). Run at temperature 70 celsius, time 1 hour. The reactants are FC=1C=C2C(C(NC2=CC1)=O)(C)CCOC (5-fluoro-3-(2-methoxy-ethyl)-3-methyl-1,3-dihydro-indol-2-one), [H-].[Al+3].[Li+].[H-].[H-].[H-] (lithium aluminium hydride), O (water). Reaction SMILES: [F:1][C:2]1[CH:3]=[C:4]2[C:8](=[CH:9][CH:10]=1)[NH:7][C:6](=O)[C:5]2([CH2:13][CH2:14][O:15][CH3:16])[CH3:12].[H-].[Al+3].[Li+].[H-].[H-].[H-].O>C1COCC1>[F:1][C:2]1[CH:3]=[C:4]2[C:8](=[CH:9][CH:10]=1)[NH:7][CH2:6][C:5]2([CH2:13][CH2:14][O:15][CH3:16])[CH3:12] |f:1.2.3.4.5.6|. Run in C1CCOC1 (THF), C1CCOC1 (THF). Reported procedure: Under an argon atmosphere 0.12 g (0.54 mmol) 5-fluoro-3-(2-methoxy-ethyl)-3-methyl-1,3-dihydro-indol-2-one were placed in 20 mL THF. 0.56 mL (0.56 mmol) of a 1M lithium aluminium hydride solution in 10 mL THF were added dropwise. The reaction mixture was stirred for 1 h at 70° C., then mixed with water and dried, filtered and concentrated to dryness by rotary evaporation. The reactants are N[C@H](C(=O)NC1=C(C=C(C=C1)F)NC=1C=NC(=CC1)F)C ((S)-2-amino-N-[4-fluoro-2-(6-fluoropyridin-3-ylamino)phenyl]propionamide), ClC1=C2N=CN(C2=NC=N1)C1OCCCC1 (6-chloro-9-(tetrahydropyran-2-yl)-9H-purine), CCN(C(C)C)C(C)C (DIPEA). Solvent: C(CCC)O (n-butanol). Conditions: temperature 100 celsius. The product is FC1=CC(=C(C=C1)NC([C@H](C)NC1=C2N=CNC2=NC=N1)=O)NC=1C=NC(=CC1)F ((S)—N-[4-Fluoro-2-(6-fluoropyridin-3-ylamino)phenyl]-2-(9H-purin-6-ylamino)propionamide). The yield is 94.1%. As a reaction SMILES: [NH2:1][C@@H:2]([CH3:21])[C:3]([NH:5][C:6]1[CH:11]=[CH:10][C:9]([F:12])=[CH:8][C:7]=1[NH:13][C:14]1[CH:15]=[N:16][C:17]([F:20])=[CH:18][CH:19]=1)=[O:4].Cl[C:23]1[N:31]=[CH:30][N:29]=[C:28]2[C:24]=1[N:25]=[CH:26][N:27]2C1CCCCO1.CCN(C(C)C)C(C)C>C(O)CCC>[F:12][C:9]1[CH:10]=[CH:11][C:6]([NH:5][C:3](=[O:4])[C@@H:2]([NH:1][C:23]2[N:31]=[CH:30][N:29]=[C:28]3[C:24]=2[N:25]=[CH:26][NH:27]3)[CH3:21])=[C:7]([NH:13][C:14]2[CH:15]=[N:16][C:17]([F:20])=[CH:18][CH:19]=2)[CH:8]=1. Reported procedure: A mixture of (S)-2-amino-N-[4-fluoro-2-(6-fluoropyridin-3-ylamino)phenyl]propionamide (193 mg, 0.66 mmol), 6-chloro-9-(tetrahydropyran-2-yl)-9H-purine (165 mg, 0.69 mmol) and DIPEA (0.34 mL, 1.98 mmol) in n-butanol (1 mL) was heated at 100° C. in a sealed vial for 16 h. After cooling to RT, the volatiles were removed in vacuo and the resulting residue loaded onto an Isolute® SCX-2 cartridge then washed with MeOH followed by 2M NH3/MeOH. The basic fractions were combined and concentrated in vacuo... As a reaction SMILES: C[O:2][C:3]([C:5]1[C:13]2[N:12]=[C:11]([C:14](=[O:29])[NH:15][C:16]3[CH:21]=[CH:20][C:19]([N:22]4[CH2:27][CH2:26][O:25][CH2:24][C:23]4=[O:28])=[CH:18][CH:17]=3)[N:10]([CH2:30][C:31]3[CH:36]=[CH:35][CH:34]=[C:33]([O:37][CH3:38])[CH:32]=3)[C:9]=2[CH:8]=[CH:7][CH:6]=1)=[O:4].[Li+].[OH-]>CO>[CH3:38][O:37][C:33]1[CH:32]=[C:31]([CH:36]=[CH:35][CH:34]=1)[CH2:30][N:10]1[C:9]2[CH:8]=[CH:7][CH:6]=[C:5]([C:3]([OH:4])=[O:2])[C:13]=2[N:12]=[C:11]1[C:14](=[O:29])[NH:15][C:16]1[CH:17]=[CH:18][C:19]([N:22]2[CH2:27][CH2:26][O:25][CH2:24][C:23]2=[O:28])=[CH:20][CH:21]=1 |f:1.2|. The product is COC=1C=C(CN2C(=NC3=C2C=CC=C3C(=O)O)C(NC3=CC=C(C=C3)N3C(COCC3)=O)=O)C=CC1 (1-(3-Methoxy-benzyl)-2-[4-(3-oxo-morpholin-4-yl)-phenylcarbamoyl]-1H-benzoimidazole-4-carboxylic acid). Run in CO (MeOH). Procedure: 20 mg (0.04 mmol) 1-(3-Methoxy-benzyl)-2-[4-(3-oxo-morpholin-4-yl)-phenylcarbamoyl]-1H-benzoimidazole-4-carboxylic acid methyl ester were suspended in 5 mL MeOH. 194 μl (0.19 mmol) of an aqueous 1 M LiOH-solution were added and the resulting mixture was stirred for 8 h at 60° C. After acidification with a 1 M HCL-solution the mixture was concentrated. The resulting residue was purified by preparative HPLC (CH3CN/H2O gradient+0.05% formic acid) to give pure 1-(3-Methoxy-benzyl)-2-[4-(3-oxo-morpho... The reactants are COC(=O)C1=CC=CC=2N(C(=NC21)C(NC2=CC=C(C=C2)N2C(COCC2)=O)=O)CC2=CC(=CC=C2)OC (1-(3-Methoxy-benzyl)-2-[4-(3-oxo-morpholin-4-yl)-phenylcarbamoyl]-1H-benzoimidazole-4-carboxylic acid methyl ester), [Li+].[OH-] (LiOH). Run at temperature 60 celsius, time 8 hour. Run at time 5 hour. The product is FC1=CC=C(C=C1)CN1C(=NC2=C1C=CC=C2)NC2CCN(CC2)CCN2C=NC1=CC=C(C=C1C2=O)SC (3-[2-[4-[[1-[(4-fluorophenyl)methyl]-1H-benzimidazol-2-yl]amino]-1-piperidinyl]ethyl]-6-(methylthio)-4(3H)-quinazolinone). Procedure details: A mixture of 3.7 parts of 2-amino-5-(methylthio)benzoic acid and 8.9 parts of N-[2-[4-[[1-[(4-fluorophenyl)methyl]-1H-benzimidazol-2-yl]amino]-1-piperidinyl]ethyl]formamide was stirred for 5 hours at 150°-160° C. The whole was purified by column chromatography over silica gel using a mixture of trichloromethane and methanol, saturated with ammonia, (95:5 by volume) as eluent. The pure fractions were collected and the eluent was evaporated. The residue was crystallized from a mixture of 1,1'-oxyb... Isolated yield 41.5%. The reactants are NC1=C(C(=O)O)C=C(C=C1)SC (2-amino-5-(methylthio)benzoic acid), FC1=CC=C(C=C1)CN1C(=NC2=C1C=CC=C2)NC2CCN(CC2)CCNC=O (N-[2-[4-[[1-[(4-fluorophenyl)methyl]-1H-benzimidazol-2-yl]amino]-1-piperidinyl]ethyl]formamide). Reaction SMILES: [NH2:1][C:2]1[CH:10]=[CH:9][C:8]([S:11][CH3:12])=[CH:7][C:3]=1[C:4]([OH:6])=O.[F:13][C:14]1[CH:19]=[CH:18][C:17]([CH2:20][N:21]2[C:25]3[CH:26]=[CH:27][CH:28]=[CH:29][C:24]=3[N:23]=[C:22]2[NH:30][CH:31]2[CH2:36][CH2:35][N:34]([CH2:37][CH2:38][NH:39][CH:40]=O)[CH2:33][CH2:32]2)=[CH:16][CH:15]=1>>[F:13][C:14]1[CH:19]=[CH:18][C:17]([CH2:20][N:21]2[C:25]3[CH:26]=[CH:27][CH:28]=[CH:29][C:24]=3[N:23]=[C:22]2[NH:30][CH:31]2[CH2:36][CH2:35][N:34]([CH2:37][CH2:38][N:39]3[C:4](=[O:6])[C:3]4[C:2](=[CH:10][CH:9]=[C:8]([S:11][CH3:12])[CH:7]=4)[N:1]=[CH:40]3)[CH2:33][CH2:32]2)=[CH:16][CH:15]=1.